Dataset: the Open Reaction Database (ORD), a public repository of structured organic reaction records. Task: describe an organic reaction: reactants, conditions, products, and yield Starting materials: C(C)(C)(C)OC(=O)N[C@H]1COC2=C(N(C1=O)CC1=CC=C(C=C1)C(C)C)C=CC=C2 ((S)-3-(tert-butoxycarbonylamino)-5-(p-isopropylbenzyl)-2,3,4,5-tetrahydro-1,5-benzoxazepin-4-one), Cl (hydrochloric acid). Run in C(C)(=O)OCC (ethyl acetate). Run at time 2 hour. The product is Cl.N[C@H]1COC2=C(N(C1=O)CC1=CC=C(C=C1)C(C)C)C=CC=C2 ((S)-3-Amino-5-(p-isopropylbenzyl)-4-oxo-2,3,4,5-tetrahydro-1,5-benzoxazepine hydrochloride). RXN SMILES: C(OC([NH:8][C@@H:9]1[C:15](=[O:16])[N:14]([CH2:17][C:18]2[CH:23]=[CH:22][C:21]([CH:24]([CH3:26])[CH3:25])=[CH:20][CH:19]=2)[C:13]2[CH:27]=[CH:28][CH:29]=[CH:30][C:12]=2[O:11][CH2:10]1)=O)(C)(C)C.[ClH:31]>C(OCC)(=O)C>[ClH:31].[NH2:8][C@@H:9]1[C:15](=[O:16])[N:14]([CH2:17][C:18]2[CH:23]=[CH:22][C:21]([CH:24]([CH3:26])[CH3:25])=[CH:20][CH:19]=2)[C:13]2[CH:27]=[CH:28][CH:29]=[CH:30][C:12]=2[O:11][CH2:10]1 |f:3.4|. Procedure details: 55 g of (S)-3-(tert-butoxycarbonylamino)-5-(p-isopropylbenzyl)-2,3,4,5-tetrahydro-1,5-benzoxazepin-4-one are dissolved in 180 ml of approximately 5 hydrochloric acid in ethyl acetate, foaming occurring. After stirring for two hours, the ochre-coloured suspension is concentrated and recrystallised from ether. The hygroscopic product has a m.p. of 215° C. (decomp.).